Dataset: the Open Reaction Database (ORD), a public repository of structured organic reaction records. Task: describe an organic reaction: reactants, conditions, products, and yield Reactants: BrC=1C=CC(=C(CNC)C1)OC1=CC(=C(C=C1)Cl)Cl (5-bromo-2-(3,4-dichlorophenoxy)-N-methylbenzylamine), NC1=NNC=C1 (3-aminopyrazole), C([O-])([O-])=O.[K+].[K+] (potassium carbonate). The reagents and catalysts are [Cu] (copper). The product is Cl.Cl.ClC=1C=C(OC2=C(C=C(C=C2)N2N=C(C=C2)N)CNC)C=CC1Cl (1-[4-(3,4-Dichlorophenoxy)-3-methylaminomethyl-phenyl]-1H-pyrazol-3-ylamine Dihydrochloride). RXN SMILES: Br[C:2]1[CH:3]=[CH:4][C:5]([O:11][C:12]2[CH:17]=[CH:16][C:15]([Cl:18])=[C:14]([Cl:19])[CH:13]=2)=[C:6]([CH:10]=1)[CH2:7][NH:8][CH3:9].[NH2:20][C:21]1[CH:25]=[CH:24][NH:23][N:22]=1.C(=O)([O-])[O-].[K+].[K+]>[Cu]>[ClH:18].[ClH:18].[Cl:19][C:14]1[CH:13]=[C:12]([CH:17]=[CH:16][C:15]=1[Cl:18])[O:11][C:5]1[CH:4]=[CH:3][C:2]([N:23]2[CH:24]=[CH:25][C:21]([NH2:20])=[N:22]2)=[CH:10][C:6]=1[CH2:7][NH:8][CH3:9] |f:2.3.4,6.7.8|. Procedure: Under N2 in a flame-dried 15 mL round bottomed flask, fitted with a magnetic stirrer were placed 318 mg (0.88 mmol) of 5-bromo-2-(3,4-dichlorophenoxy)-N-methylbenzylamine (title compound of Example 15), 1.50 g (18 mmol) of 3-aminopyrazole, 56 mg (0.88 mmol) of copper powder and 122 mg (0.88 mmol) of potassium carbonate. The mixture was heated to 130° C. for a total of one hour, cooled and stirred at room temperature overnight. The tarry residue was partitioned between EtOAc and dilute aqueous ED... The reactants are O=C(c1ccccc1)c1ccc(CBr)cc1, CN, c1ccccc1. Yields the product CNCc1ccc(C(=O)c2ccccc2)cc1. As a reaction SMILES: [Br:3][CH2:4][c:5]1[cH:6][cH:7][c:8]([C:11]([c:12]2[cH:13][cH:14][cH:15][cH:16][cH:17]2)=[O:18])[cH:9][cH:10]1.[CH3:1][NH2:2].[cH:19]1[cH:20][cH:21][cH:22][cH:23][cH:24]1>>[CH3:1][NH:2][CH2:4][c:5]1[cH:6][cH:7][c:8]([C:11]([c:12]2[cH:13][cH:14][cH:15][cH:16][cH:17]2)=[O:18])[cH:9][cH:10]1. Starting materials: CC1=C(C=C(C=C1)C=1OC(=NN1)C)C1=CC=C(C=C1)C(=O)O (2′-methyl-5′-(5-methyl-1,3,4-oxadiazol-2-yl)-1,1′-biphenyl-4-carboxylic acid), COC=1C=C(CN)C=CC1 (3-methoxybenzylamine). Yields the product COC=1C=C(CNC(=O)C2=CC=C(C=C2)C2=C(C=CC(=C2)C=2OC(=NN2)C)C)C=CC1 (N-(3-Methoxybenzyl)-2′-methyl-5′-(5-methyl-1,3,4-oxadiazol-2-yl)-1,1′-biphenyl-4-carboxamide). RXN SMILES: [CH3:1][C:2]1[CH:7]=[CH:6][C:5]([C:8]2[O:9][C:10]([CH3:13])=[N:11][N:12]=2)=[CH:4][C:3]=1[C:14]1[CH:19]=[CH:18][C:17]([C:20](O)=[O:21])=[CH:16][CH:15]=1.[CH3:23][O:24][C:25]1[CH:26]=[C:27]([CH:30]=[CH:31][CH:32]=1)[CH2:28][NH2:29]>>[CH3:23][O:24][C:25]1[CH:26]=[C:27]([CH:30]=[CH:31][CH:32]=1)[CH2:28][NH:29][C:20]([C:17]1[CH:16]=[CH:15][C:14]([C:3]2[CH:4]=[C:5]([C:8]3[O:9][C:10]([CH3:13])=[N:11][N:12]=3)[CH:6]=[CH:7][C:2]=2[CH3:1])=[CH:19][CH:18]=1)=[O:21]. Procedure details: N-(3-Methoxybenzyl)-2′-methyl-5′-(5-methyl-1,3,4-oxadiazol-2-yl)-1,1′-biphenyl-4-carboxamide was prepared from 2′-methyl-5′-(5-methyl-1,3,4-oxadiazol-2-yl)-1,1′-biphenyl-4-carboxylic acid and 3-methoxybenzylamine using method N. NMR; δH [2H6]—DMSO 9.12,(1H, t), 8.00,(2H, d), 7.90,(1H, dd), 7.76,(1H, d), 7.56-7.51,(3H, m), 7.24,(1H, t), 6.90,(2H, m), 6.83,(1H, dd), 4.48,(2H, d), 3.73,(3H, s), 2.56,(3H, s), 2.31,(3H, s). LCMS; retention time 3.34 min, MH+ 414. Reactants: COC1=C(C=O)C=C(C=C1)C=1SC=CC1 (2-methoxy-5-(thien-2-yl)benzaldehyde), [Cl-].[Na+] (sodium chloride), OC1=C(C=C(C=C1)C(C)=O)OC (4′-hydroxy-3′-methoxyacetophenone), S(O)(O)(=O)=O (sulfuric acid). The reagents and catalysts are [Cl-].C(CCCCCCCCCCCCCCC)[N+](C)(C)C (cetyltrimethyl-ammonium chloride). The solvent is [OH-].[K+] (KOH). Run at time 8 hour. The product is COC1=C(C=C(C=C1)C=1SC=CC1)C=CC(=O)C1=CC(=C(C=C1)O)OC (3-[2-Methoxy-5-(thien-2-yl)phenyl]-1-(4-hydroxy-3-methoxyphenyl)-2-propen-1-one). Isolated yield 72.4%. As a reaction SMILES: [CH3:1][O:2][C:3]1[CH:10]=[CH:9][C:8]([C:11]2[S:12][CH:13]=[CH:14][CH:15]=2)=[CH:7][C:4]=1[CH:5]=O.[OH:16][C:17]1[CH:22]=[CH:21][C:20]([C:23](=[O:25])[CH3:24])=[CH:19][C:18]=1[O:26][CH3:27].S(=O)(=O)(O)O.[Cl-].[Na+]>[OH-].[K+].[Cl-].C([N+](C)(C)C)CCCCCCCCCCCCCCC>[CH3:1][O:2][C:3]1[CH:10]=[CH:9][C:8]([C:11]2[S:12][CH:13]=[CH:14][CH:15]=2)=[CH:7][C:4]=1[CH:5]=[CH:24][C:23]([C:20]1[CH:21]=[CH:22][C:17]([OH:16])=[C:18]([O:26][CH3:27])[CH:19]=1)=[O:25] |f:3.4,5.6,7.8|. Procedure: To a suspension of 2-methoxy-5-(thien-2-yl)benzaldehyde (0.5 g, 2.3 mmol), obtained in the same manner as described in Ex-6A, in 5 N KOH solution was added cetyltrimethyl-ammonium chloride (CTACl, 25% in water, 4 mL, 3.0 mmol) followed by the addition of 4′-hydroxy-3′-methoxyacetophenone (0.38 g, 2.3 mmol). The mixture was stirred at room temperature overnight. Then it was acidified to about pH 1 with 6 M sulfuric acid, saturated with sodium chloride, and extracted with dichloromethane. The orga... Starting materials: CN(CCOS(=O)(=O)C1=C(C=C(C(=C1)Cl)Cl)Cl)S(=O)(=O)C1=C(C=C(C(=C1)Cl)Cl)Cl (2,4,5-Trichlorobenzenesulfonic acid 2-(methyl-(2,4,5-trichlorobenzenesulfonyl)-amino)-ethyl ester), FC1=CC2=C(NC(=N2)N2CCNCC2)C=C1 (1-(5-fluoro-1H benzimidazol-2-yl) piperazine). Yields the product ClC1=C(C=C(C(=C1)Cl)Cl)S(=O)(=O)N(C)CCN1CCN(CC1)C1=NC2=C(N1)C=CC(=C2)F (2,4,5-Trichloro-N-(2-(4-(5-fluoro-1H-benzimidazol-2-yl)piperazin-1-yl)-ethyl)-N-methyl benzene sulfonamide). Reaction SMILES: [CH3:1][N:2]([S:18]([C:21]1[CH:26]=[C:25]([Cl:27])[C:24]([Cl:28])=[CH:23][C:22]=1[Cl:29])(=[O:20])=[O:19])[CH2:3][CH2:4]OS(C1C=C(Cl)C(Cl)=CC=1Cl)(=O)=O.[F:30][C:31]1[CH:45]=[CH:44][C:34]2[NH:35][C:36]([N:38]3[CH2:43][CH2:42][NH:41][CH2:40][CH2:39]3)=[N:37][C:33]=2[CH:32]=1>>[Cl:29][C:22]1[CH:23]=[C:24]([Cl:28])[C:25]([Cl:27])=[CH:26][C:21]=1[S:18]([N:2]([CH2:3][CH2:4][N:41]1[CH2:42][CH2:43][N:38]([C:36]2[NH:35][C:34]3[CH:44]=[CH:45][C:31]([F:30])=[CH:32][C:33]=3[N:37]=2)[CH2:39][CH2:40]1)[CH3:1])(=[O:19])=[O:20]. Reported procedure: The title compound was prepared using the procedure described in Example 1 using 2,4,5-Trichlorobenzenesulfonic acid 2-(methyl-(2,4,5-trichlorobenzenesulfonyl)-amino)-ethyl ester (D4) and 1-(5-fluoro-1H benzimidazol-2-yl) piperazine. MH+ 520/522/524/526. Reactants: C(C)NC1=CC=CC=C1 (N-ethylaniline), C(C(=O)Cl)(=O)Cl (oxalyl chloride). The solvent is C1(=CC=CC=C1)C (toluene). Reaction conditions: time 1 hour. The product is C(C)N(C1=CC=CC=C1)C(C(=O)Cl)=O ((ethylphenylamino)-oxo-acetyl chloride). RXN SMILES: [CH2:1]([NH:3][C:4]1[CH:9]=[CH:8][CH:7]=[CH:6][CH:5]=1)[CH3:2].[C:10](Cl)(=[O:14])[C:11]([Cl:13])=[O:12]>C1(C)C=CC=CC=1>[CH2:1]([N:3]([C:10](=[O:14])[C:11]([Cl:13])=[O:12])[C:4]1[CH:9]=[CH:8][CH:7]=[CH:6][CH:5]=1)[CH3:2]. Procedure: Similar to Referential Example 1, N-ethylaniline (1.0 g) was dissolved in toluene (10 mL), and oxalyl chloride (4.0 mL) was added thereto under cooling with ice. The temperature of the mixture was then returned to room temperature, and the mixture was stirred for 1 hour. The reaction mixture was concentrated under reduced pressure, to thereby give the title compound (2.05 g) as a brown oil. The compound was used without further purification. The reactants are NC1=C(C=C(C=C1)N1C(C2=C(C=C1)OC(=C2)C2=CC(=CC=C2)Cl)=O)C (5-(4-amino-3-methylphenyl)-2-(3-chlorophenyl)furo[3,2-c]pyridine-4(5H)-one), N(=O)[O-].[Na+] (NaNO2). The solvent is CC(=O)O (AcOH), O (H2O). Reaction conditions: time 12 hour. The product is ClC=1C=C(C=CC1)C1=CC=2C(N(C=CC2O1)C=1C=C2C=NNC2=CC1)=O (2-(3-Chlorophenyl)-5-(1H-indazol-5-yl)furo[3,2-c]pyridin-4(5H)-one). Isolated yield 39.0%. RXN SMILES: [NH2:1][C:2]1[CH:7]=[CH:6][C:5]([N:8]2[CH:13]=[CH:12][C:11]3[O:14][C:15]([C:17]4[CH:22]=[CH:21][CH:20]=[C:19]([Cl:23])[CH:18]=4)=[CH:16][C:10]=3[C:9]2=[O:24])=[CH:4][C:3]=1[CH3:25].[N:26]([O-])=O.[Na+]>CC(O)=O.O>[Cl:23][C:19]1[CH:18]=[C:17]([C:15]2[O:14][C:11]3[CH:12]=[CH:13][N:8]([C:5]4[CH:4]=[C:3]5[C:2](=[CH:7][CH:6]=4)[NH:1][N:26]=[CH:25]5)[C:9](=[O:24])[C:10]=3[CH:16]=2)[CH:22]=[CH:21][CH:20]=1 |f:1.2|. Procedure details: A solution of 5-(4-amino-3-methylphenyl)-2-(3-chlorophenyl)furo[3,2-c]pyridine-4(5H)-one (1.02 g, 2.91 mmol) in AcOH (23 mL) was treated with a solution of NaNO2 (0.20 g, 2.9 mmol) in H2O (0.65 mL). After stirring at ambient temperature for 12 h, the reaction mixture was concentrated. The resulting solid was partitioned in CH2Cl2 and water. Any solids were removed by filtration. The filtrate was extracted with CH2Cl2 (4×30 mL). The organics were dried (Na2SO4), filtered, recombined with the remo... Starting materials: C1CCOC1, CCOC(C)=O, CC1=C(C)C(=O)C(C)=C(C)C1=O, Cl. Product: CCOC(=O)CC1(O)C(C)=C(C)C(=O)C(C)=C1C. As a reaction SMILES: [CH2:20]1[O:21][CH2:22][CH2:23][CH2:24]1.[CH3:14][CH2:15][O:16][C:17]([CH3:18])=[O:19].[CH3:1][C:2]1=[C:7]([CH3:8])[C:6](=[O:9])[C:5]([CH3:10])=[C:4]([CH3:11])[C:3]1=[O:12].[ClH:13]>>[CH3:1][C:2]1=[C:7]([CH3:8])[C:6](=[O:9])[C:5]([CH3:10])=[C:4]([CH3:11])[C:3]1([OH:12])[CH2:18][C:17]([O:16][CH2:15][CH3:14])=[O:19]. Reactants: C(C)(=O)C=1C(=C(N(C1C)C1=CC=C(C=C1)OCC=C)C)C(C)=O (1-[4-acetyl-1-(4-allyloxy-phenyl)-2,5-dimethyl-1H-pyrrol-3-yl]-ethanone), NN (hydrazine). Product: C(C=C)OC1=CC=C(C=C1)N1C(=C2C(=NN=C(C2=C1C)C)C)C (6-(4-allyloxy-phenyl)-1,4,5,7-tetramethyl-6H-pyrrolo[3,4-d]pyridazine). As a reaction SMILES: [C:1]([C:4]1[C:5]([C:21](=O)[CH3:22])=[C:6]([CH3:20])[N:7]([C:10]2[CH:15]=[CH:14][C:13]([O:16][CH2:17][CH:18]=[CH2:19])=[CH:12][CH:11]=2)[C:8]=1[CH3:9])(=O)[CH3:2].[NH2:24][NH2:25]>>[CH2:17]([O:16][C:13]1[CH:14]=[CH:15][C:10]([N:7]2[C:8]([CH3:9])=[C:4]3[C:5]([C:21]([CH3:22])=[N:24][N:25]=[C:1]3[CH3:2])=[C:6]2[CH3:20])=[CH:11][CH:12]=1)[CH:18]=[CH2:19]. Reported procedure: As in Example 65, 1-[4-acetyl-1-(4-hydroxy-2-methyl-phenyl)-2,5-dimethyl-1H-pyrrol-3-yl]-ethanone (Example 52, 20 mg) reacted with allyl bromide (50 μL), in the presence of K2CO3 (50 mg), to afford 1-[4-acetyl-1-(4-allyloxy-phenyl)-2,5-dimethyl-1H-pyrrol-3-yl]-ethanone: MS (ESI) 326 (M+H)+. Utilizing the general procedure outlined in Example 48, 1-[4-acetyl-1-(4-allyloxy-phenyl)-2,5-dimethyl-1H-pyrrol-3-yl]-ethanone (20 mg) and hydrazine (50 μL) reacted to give 6-(4-allyloxy-phenyl)-1,4,5,7-tetr... The reactants are ClC1=C(C=CC=C1)C=1NC=C(N1)CO ([2-(2-chlorophenyl)-1H-imidazol-4-yl]methanol), C([O-])(O)=O.[Na+] (sodium bicarbonate), CC(=O)OI1(C=2C=CC=CC2C(=O)O1)(OC(=O)C)OC(=O)C (Dess-Martin periodinane). Run in C(Cl)Cl (CH2Cl2), C(Cl)Cl (CH2Cl2). Reaction conditions: temperature 25 celsius, time 1 hour. The product is ClC1=C(C=CC=C1)C=1NC=C(N1)C=O (2-(2-chlorophenyl)-1H-imidazole-4-carbaldehyde). Isolated yield 18.3%. RXN SMILES: [Cl:1][C:2]1[CH:7]=[CH:6][CH:5]=[CH:4][C:3]=1[C:8]1[NH:9][CH:10]=[C:11]([CH2:13][OH:14])[N:12]=1.C(=O)(O)[O-].[Na+].CC(OI1(OC(C)=O)(OC(C)=O)OC(=O)C2C=CC=CC1=2)=O>C(Cl)Cl>[Cl:1][C:2]1[CH:7]=[CH:6][CH:5]=[CH:4][C:3]=1[C:8]1[NH:9][CH:10]=[C:11]([CH:13]=[O:14])[N:12]=1 |f:1.2|. Procedure: To a solution of [2-(2-chlorophenyl)-1H-imidazol-4-yl]methanol (1.0 g, 4.81 mmol) in CH2Cl2 (50 mL) at to 25° C. is added sodium bicarbonate (1.21 g, 14.4 mmol) followed by Dess-Martin periodinane (2.29 g, 5.29 mmol). The reaction mixture is then stirred at to 25° C. for 1 hour. Subsequently, the reaction mixture is poured into a separatory funnel, diluted with CH2Cl2 and washed with a saturated sodium sulfite solution. The organic layer is dried over sodium sulfate and concentrated. The crude p...